This data is from the Open Reaction Database (ORD), a public repository of structured organic reaction records. The task is: describe an organic reaction: reactants, conditions, products, and yield RXN SMILES: [Br:10][c:11]1[cH:12][cH:13][c:14]([B:17]([OH:18])[OH:19])[cH:15][cH:16]1.[Br:1][c:2]1[cH:3][cH:4][c:5]([O:8][CH3:9])[n:6][cH:7]1>>[c:2]1(-[c:14]2[cH:13][cH:12][c:11]([Br:10])[cH:16][cH:15]2)[cH:3][cH:4][c:5]([O:8][CH3:9])[n:6][cH:7]1. The reactants are OB(O)c1ccc(Br)cc1, COc1ccc(Br)cn1. Product: COc1ccc(-c2ccc(Br)cc2)cn1. The reactants are [H-].[Na+] (sodium hydride), COC(C(C1=CC=C(C=C1)O)=O)=O (4-hydroxy-alpha-oxobenzeneacetic acid methyl ester), CS(=O)(=O)OCCOC=1C2=CC=CC=C2C=2C=CC=CC2C1 (2-(9-phenanthrenyloxy)ethyl methanesulfonate). Reagents/catalysts: C(C)(=O)O (acetic acid). Run in CN(C=O)C (dimethylformamide). Reaction conditions: temperature 60 celsius, time 15 minute. The product is COC(C(C1=CC=C(C=C1)OCCOC=1C2=CC=CC=C2C=2C=CC=CC2C1)=O)=O (alpha-oxo-4-[[2-(9-phenanthrenyloxy)ethyl]oxy]benzeneacetic acid methyl ester). Yield: 50.2%. As a reaction SMILES: [CH3:1][O:2][C:3](=[O:13])[C:4](=[O:12])[C:5]1[CH:10]=[CH:9][C:8]([OH:11])=[CH:7][CH:6]=1.[H-].[Na+].CS(O[CH2:21][CH2:22][O:23][C:24]1[C:25]2[C:30]([C:31]3[CH:32]=[CH:33][CH:34]=[CH:35][C:36]=3[CH:37]=1)=[CH:29][CH:28]=[CH:27][CH:26]=2)(=O)=O>CN(C)C=O.C(O)(=O)C>[CH3:1][O:2][C:3](=[O:13])[C:4](=[O:12])[C:5]1[CH:10]=[CH:9][C:8]([O:11][CH2:21][CH2:22][O:23][C:24]2[C:25]3[C:30]([C:31]4[CH:32]=[CH:33][CH:34]=[CH:35][C:36]=4[CH:37]=2)=[CH:29][CH:28]=[CH:27][CH:26]=3)=[CH:7][CH:6]=1 |f:1.2|. Procedure details: A stirred mixture of 4-hydroxy-alpha-oxobenzeneacetic acid methyl ester (0.724 g) in dimethylformamide (10 mL) under argon was treated with 55% sodium hydride (0.175 g), stirred for 15 minutes and treated with 2-(9-phenanthrenyloxy)ethyl methanesulfonate (1.26 g). The mixture was heated under argon at 60° C. overnight. The cooled mixture was treated with glacial acetic acid (2 drops) and the volatiles were removed under vacuum. The residue was mixed with water and the solids were filtered off, d...